Dataset: the Open Reaction Database (ORD), a public repository of structured organic reaction records. Task: describe an organic reaction: reactants, conditions, products, and yield The reactants are C(CCC)[Li] (n-butyllithium), C(C)#N (Acetonitrile), BrC1=NC=CC=C1Br (2,3-dibromopyridine). Solvent: C1CCOC1 (THF), C1CCOC1 (THF). Conditions: temperature -78 celsius, time 45 minute. Yields the product BrC=1C(=NC=CC1)CC#N (3-bromo-2-cyanomethylpyridine). Reaction SMILES: C([Li])CCC.[C:6](#[N:8])[CH3:7].Br[C:10]1[C:15]([Br:16])=[CH:14][CH:13]=[CH:12][N:11]=1>C1COCC1>[Br:16][C:15]1[C:10]([CH2:7][C:6]#[N:8])=[N:11][CH:12]=[CH:13][CH:14]=1. Reported procedure: Dry THF (100 mL) was cooled to −78° C. and n-butyllithium (2.5 M in hexanes; 23 mL, 58 mmol) was added. Acetonitrile (3.3 mL, 64 mmol) was added dropwise maintaining the temperature below −60° C. A white precipitate formed and the reaction mixture was stirred at −78° C. for 45 min. A solution of 2,3-dibromopyridine (2.0 g, 8.4 mmol) in dry THF (10 mL) was added dropwise and the reaction mixture stirred at −78° C. for 1.5 h then allowed to warm to room temperature. The reaction was quenched by th... Starting materials: OBO, O=C([O-])[O-], CCN(CC)C(=O)c1ccc(C(c2cccc(OC)c2)n2nc(C)c(I)c2C)cc1, CCO, Fc1ccccc1, [Na+], [Na+], O, [Pd], c1ccc(P(c2ccccc2)c2ccccc2)cc1, c1ccc(P(c2ccccc2)c2ccccc2)cc1, c1ccc(P(c2ccccc2)c2ccccc2)cc1, c1ccc(P(c2ccccc2)c2ccccc2)cc1. Yields the product CCN(CC)C(=O)c1ccc(C(c2cccc(OC)c2)n2nc(C)c(-c3ccc(F)cc3)c2C)cc1. RXN SMILES: [BH:31]([OH:32])[OH:33].[C:41](=[O:42])([O-:43])[O-:44].[CH2:1]([CH3:2])[N:3]([C:4]([c:5]1[cH:6][cH:7][c:8]([CH:11]([c:12]2[cH:13][c:14]([O:18][CH3:19])[cH:15][cH:16][cH:17]2)[n:20]2[n:21][c:22]([CH3:27])[c:23]([I:26])[c:24]2[CH3:25])[cH:9][cH:10]1)=[O:28])[CH2:29][CH3:30].[CH3:47][CH2:48][OH:49].[F:34][c:35]1[cH:36][cH:37][cH:38][cH:39][cH:40]1.[Na+:45].[Na+:46].[OH2:50].[Pd:51].[c:109]1([P:110]([c:111]2[cH:112][cH:113][cH:114][cH:115][cH:116]2)[c:117]2[cH:118][cH:119][cH:120][cH:121][cH:122]2)[cH:123][cH:124][cH:125][cH:126][cH:127]1.[c:52]1([P:53]([c:54]2[cH:55][cH:56][cH:57][cH:58][cH:59]2)[c:60]2[cH:61][cH:62][cH:63][cH:64][cH:65]2)[cH:66][cH:67][cH:68][cH:69][cH:70]1.[c:71]1([P:72]([c:73]2[cH:74][cH:75][cH:76][cH:77][cH:78]2)[c:79]2[cH:80][cH:81][cH:82][cH:83][cH:84]2)[cH:85][cH:86][cH:87][cH:88][cH:89]1.[c:90]1([P:91]([c:92]2[cH:93][cH:94][cH:95][cH:96][cH:97]2)[c:98]2[cH:99][cH:100][cH:101][cH:102][cH:103]2)[cH:104][cH:105][cH:106][cH:107][cH:108]1>>[CH2:1]([CH3:2])[N:3]([C:4]([c:5]1[cH:6][cH:7][c:8]([CH:11]([c:12]2[cH:13][c:14]([O:18][CH3:19])[cH:15][cH:16][cH:17]2)[n:20]2[n:21][c:22]([CH3:27])[c:23](-[c:38]3[cH:37][cH:36][c:35]([F:34])[cH:40][cH:39]3)[c:24]2[CH3:25])[cH:9][cH:10]1)=[O:28])[CH2:29][CH3:30]. Reactants: CC(C(C(=O)OCC)NC=1OC(=NN1)C1=CC=CC=C1)C (ethyl 3-methyl-2-(5-phenyl-1,3,4-oxadiazol-2-ylamino)butanoate), [OH-].[Na+] (NaOH). The solvent is O (H2O), C1CCOC1 (THF), CO (MeOH). Reaction conditions: time 1 hour. Product: CC(C(C(=O)O)NC=1OC(=NN1)C1=CC=CC=C1)C (3-methyl-2-(5-phenyl-1,3,4-oxadiazol-2-ylamino)butanoic acid). Isolated yield 50.0%. Reaction SMILES: [CH3:1][CH:2]([CH3:21])[CH:3]([NH:9][C:10]1[O:11][C:12]([C:15]2[CH:20]=[CH:19][CH:18]=[CH:17][CH:16]=2)=[N:13][N:14]=1)[C:4]([O:6]CC)=[O:5].[OH-].[Na+]>C1COCC1.CO.O>[CH3:1][CH:2]([CH3:21])[CH:3]([NH:9][C:10]1[O:11][C:12]([C:15]2[CH:20]=[CH:19][CH:18]=[CH:17][CH:16]=2)=[N:13][N:14]=1)[C:4]([OH:6])=[O:5] |f:1.2|. Reported procedure: Crude ethyl 3-methyl-2-(5-phenyl-1,3,4-oxadiazol-2-ylamino)butanoate (assumed 5 mmol) was dissolved in a mixture of THF (10 ml) and MeOH (2 ml) and then treated dropwise (exothermic) with aqueous 1 N NaOH (6 mL) solution. The reaction was stirred for 1 h, diluted with H2O (50 mL) and then extracted with Et2O (1×50 mL). The aqueous layer was acidified to pH 3 with aqueous 1N HCl solution and then extracted with EtOAc (3×35 mL). The EtOAc extracts were combined, washed with sat. aqueous NaCl solut... Reactants: C(CC)C1CCC(CC1)=O (4-propylcyclohexanone), C(CCC)[C@@H]1CC[C@H](CC1)C1=CC=C(C(=O)OC2=C(C(=C(C=C2)CCCCC)F)F)C=C1 (2,3-difluoro-4-pentylphenyl 4-(trans-4-butylcyclohexyl)-benzoate), Cl (hydrochloric acid), C(CCC)[Li] (n-butyllithium), FC1=C(C=CC=C1)F (1,2-difluorobenzene), potassium tert.-butylate. The solvent is O1CCCC1 (tetrahydrofuran), CCCCCC (hexane), O1CCCC1 (tetrahydrofuran). Reaction conditions: time 10 minute. Yields the product C(CC)C1CC=C(CC1)C1=C(C(=C(C=C1)C1=CCC(CC1)CCC)F)F (1,4-bis-(4-propylcyclohex-1-enyl)-2,3-difluorobenzene). RXN SMILES: C([Li])CCC.[F:6][C:7]1[CH:12]=[CH:11][CH:10]=[CH:9][C:8]=1[F:13].[CH2:14]([CH:17]1[CH2:22][CH2:21][C:20](=O)[CH2:19][CH2:18]1)[CH2:15][CH3:16].[CH2:24]([C@H:28]1[CH2:33][CH2:32][C@H:31](C2C=CC(C(OC3C=CC(CCCCC)=C(F)C=3F)=O)=CC=2)[CH2:30][CH2:29]1)[CH2:25][CH2:26]C.Cl>CCCCCC.O1CCCC1>[CH2:14]([CH:17]1[CH2:22][CH2:21][C:20]([C:9]2[CH:10]=[CH:11][C:12]([C:31]3[CH2:32][CH2:33][CH:28]([CH2:24][CH2:25][CH3:26])[CH2:29][CH:30]=3)=[C:7]([F:6])[C:8]=2[F:13])=[CH:19][CH2:18]1)[CH2:15][CH3:16]. Procedure: A solution of 0.2 mol of n-butyllithium in 65 ml of hexane is added to a mixture of 0.1 mol of 1,2-difluorobenzene, 0.2 mol of potassium tert.-butylate and 100 ml of tetrahydrofuran at -100° C. After the mixture has been stirred for 10 minutes, a mixture of 0.2 mol of 4-propylcyclohexanone and 20 ml of tetrahydrofuran is added at -90° C. After the mixture has been stirred at -40° C. for 2 hours, it is warmed to room temperature and 30 ml of 2 normal hydrochloric acid solution are added. Heating ...